From a dataset of the Open Reaction Database (ORD), a public repository of structured organic reaction records. describe an organic reaction: reactants, conditions, products, and yield The reactants are O=C([O-])[O-], CN(C)C=O, O=C1c2c(Cl)cccc2-n2cnc(C(=O)n3ccnc3)c2C2CCCN12, [K+], [K+], O, Oc1ccccc1Cl. RXN SMILES: [C:27](=[O:28])([O-:29])[O-:30].[CH3:41][N:42]([CH3:43])[CH:44]=[O:45].[Cl:1][c:2]1[cH:3][cH:4][cH:5][c:6]2[c:7]1[C:8](=[O:26])[N:9]1[CH:10]([c:11]3[n:12]-2[cH:13][n:14][c:15]3[C:16](=[O:17])[n:18]2[cH:19][cH:20][n:21][cH:22]2)[CH2:23][CH2:24][CH2:25]1.[K+:31].[K+:32].[OH2:46].[OH:33][c:34]1[cH:35][cH:36][cH:37][cH:38][c:39]1[Cl:40]>>[Cl:1][c:2]1[cH:3][cH:4][cH:5][c:6]2[c:7]1[C:8](=[O:26])[N:9]1[CH:10]([c:11]3[n:12]-2[cH:13][n:14][c:15]3[C:16](=[O:17])[O:33][c:34]2[cH:35][cH:36][cH:37][cH:38][c:39]2[Cl:40])[CH2:23][CH2:24][CH2:25]1. Yields the product O=C(Oc1ccccc1Cl)c1ncn2c1C1CCCN1C(=O)c1c(Cl)cccc1-2. Conditions: time 6 hour. Procedure: To a solution of ethyl-5-bromo-3-{[(5-tert-butoxy-5-oxopentyl)amino]sulfonyl}-1-(phenylsulfonyl)-1H-indole-2-carboxylate (63 mg, 0.98 mmol) in 2 mL of 3:1 THF/water was added NaOH (2 pellets). After stirring at room temperature for 6 hours, another portion of NaOH was added. After 16 hours, the reaction was partitioned between 3N HCl and dichloromethane. The aqueous phase was extracted three times with dichloromethane, and the combined organic phases were dried (Na2SO4), filtered, and concentrat... The product is BrC=1C=C2C(=C(NC2=CC1)C(=O)O)S(=O)(=O)NCCCCC(=O)OC(C)(C)C (5-Bromo-3-{[(5-tert-butoxy-5-oxopentyl)amino]sulfonyl}-1H-indole-2-carboxylic acid). RXN SMILES: C([O:3][C:4]([C:6]1[N:7](S(C2C=CC=CC=2)(=O)=O)[C:8]2[C:13]([C:14]=1[S:15]([NH:18][CH2:19][CH2:20][CH2:21][CH2:22][C:23]([O:25][C:26]([CH3:29])([CH3:28])[CH3:27])=[O:24])(=[O:17])=[O:16])=[CH:12][C:11]([Br:30])=[CH:10][CH:9]=2)=[O:5])C.[OH-].[Na+]>C1COCC1.O>[Br:30][C:11]1[CH:12]=[C:13]2[C:8](=[CH:9][CH:10]=1)[NH:7][C:6]([C:4]([OH:5])=[O:3])=[C:14]2[S:15]([NH:18][CH2:19][CH2:20][CH2:21][CH2:22][C:23]([O:25][C:26]([CH3:29])([CH3:28])[CH3:27])=[O:24])(=[O:16])=[O:17] |f:1.2,3.4|. The reactants are C(C)OC(=O)C=1N(C2=CC=C(C=C2C1S(=O)(=O)NCCCCC(=O)OC(C)(C)C)Br)S(=O)(=O)C1=CC=CC=C1 (ethyl-5-bromo-3-{[(5-tert-butoxy-5-oxopentyl)amino]sulfonyl}-1-(phenylsulfonyl)-1H-indole-2-carboxylate), [OH-].[Na+] (NaOH), [OH-].[Na+] (NaOH). Run in C1CCOC1.O (THF water). The reactants are [Li]CCCC, O=C1CCN(Cc2ccccc2)CC1, COc1ccc(N(C)C(C)=O)cc1, CC(C)[N-]C(C)C, CC(C)NC(C)C, [Li+], C1CCOC1, O. Yields the product COc1ccc(N(C)C(=O)CC2(O)CCN(Cc3ccccc3)CC2)cc1. RXN SMILES: [CH2:29]([Li:30])[CH2:31][CH2:32][CH3:33].[CH2:34]([c:35]1[cH:36][cH:37][cH:38][cH:39][cH:40]1)[N:41]1[CH2:42][CH2:43][C:44](=[O:47])[CH2:45][CH2:46]1.[CH3:1][O:2][c:3]1[cH:4][cH:5][c:6]([N:7]([C:8]([CH3:9])=[O:10])[CH3:11])[cH:12][cH:13]1.[CH:14]([N-:15][CH:16]([CH3:17])[CH3:18])([CH3:19])[CH3:20].[CH:22]([NH:23][CH:24]([CH3:25])[CH3:26])([CH3:27])[CH3:28].[Li+:21].[O:49]1[CH2:50][CH2:51][CH2:52][CH2:53]1.[OH2:48]>>[CH3:1][O:2][c:3]1[cH:4][cH:5][c:6]([N:7]([C:8]([CH2:9][C:44]2([OH:47])[CH2:43][CH2:42][N:41]([CH2:34][c:35]3[cH:36][cH:37][cH:38][cH:39][cH:40]3)[CH2:46][CH2:45]2)=[O:10])[CH3:11])[cH:12][cH:13]1. As a reaction SMILES: [CH3:16][c:17]1[n:18][c:19]2[c:20]([n:21]1[CH:22]1[CH2:23][CH:24]3[CH2:25][CH2:26][CH:27]([CH2:28]1)[N:29]3[CH2:30][CH2:31][C:32]1([c:38]3[cH:39][cH:40][cH:41][cH:42][cH:43]3)[CH2:33][CH2:34][NH:35][CH2:36][CH2:37]1)[cH:44][cH:45][cH:46][cH:47]2.[ClH:14].[ClH:15].[O:1]=[c:2]1[o:3][c:4]2[c:5]([nH:6]1)[c:7]([C:11](=[O:12])[OH:13])[cH:8][cH:9][cH:10]2>>[O:1]=[c:2]1[o:3][c:4]2[c:5]([nH:6]1)[c:7]([C:11](=[O:13])[N:35]1[CH2:34][CH2:33][C:32]([CH2:31][CH2:30][N:29]3[CH:24]4[CH2:23][CH:22]([n:21]5[c:17]([CH3:16])[n:18][c:19]6[c:20]5[cH:44][cH:45][cH:46][cH:47]6)[CH2:28][CH:27]3[CH2:26][CH2:25]4)([c:38]3[cH:39][cH:40][cH:41][cH:42][cH:43]3)[CH2:37][CH2:36]1)[cH:8][cH:9][cH:10]2. The reactants are Cc1nc2ccccc2n1C1CC2CCC(C1)N2CCC1(c2ccccc2)CCNCC1, Cl, Cl, O=C(O)c1cccc2oc(=O)[nH]c12. Product: Cc1nc2ccccc2n1C1CC2CCC(C1)N2CCC1(c2ccccc2)CCN(C(=O)c2cccc3oc(=O)[nH]c23)CC1. Reactants: C1(=CC=C(C=C1)S(=O)(=O)N1CC=2CCNCC2C1)C (N8 -(p-toluenesulfonyl)-3,8-diazabicyclo[4.3.0]non-1(6)-ene), O (water), Br (hydrobromic acid). Run in C1(=CC=CC=C1)O (phenol). Yields the product Br.Br.C1=2CNCCC2CNC1 (3,8-diazabicyclo[4.3.0]non-1(6)-ene.dihydrobromide). The yield is 98.0%. RXN SMILES: C1(C)C=CC(S([N:10]2[CH2:18][C:17]3[CH2:16][NH:15][CH2:14][CH2:13][C:12]=3[CH2:11]2)(=O)=O)=CC=1.O.[BrH:21]>C1(O)C=CC=CC=1>[BrH:21].[BrH:21].[C:17]12[CH2:18][NH:10][CH2:11][C:12]=1[CH2:13][CH2:14][NH:15][CH2:16]2 |f:4.5.6|. Procedure: 1.5 g of N8 -(p-toluenesulfonyl)-3,8-diazabicyclo[4.3.0]non-1(6)-ene, prepared in Preparation 8, was suspended in 15 ml of 48% hydrobromic acid and 2 g of phenol, and the reaction mixture was refluxed for 4 hours. After cooling the reaction mixture, 20 ml of water was added. The mixture was washed with chloroform (40 ml×3). The aqueous phase was taken and decolorized by active carbon. The aqueous phase was concentrated under reduced pressure and thus resulting solid was washed with 1:1 methanol-... Reagents/catalysts: [Pd](Br)Br (palladium(II) bromide), C1(=CC=CC=C1)P(C1=CC=CC=C1)C1=CC=CC=C1 (triphenylphosphane), S(O)(O)(=O)=O (sulfuric acid), [Br-].[Li+] (lithium bromide). Reactants: C1(CCCCC1)C=O (cyclohexanecarbaldehyde), NC(=O)N (urea), 100C, CN1C(CCC1)=O (N-methylpyrrolidone). The yield is 70.0%. The product is C1(CCCCC1)C1C(NC(N1)=O)=O (5-cyclohexyl-hydantoin). Procedure: 2,800 g cyclohexanecarbaldehyde, 1,500 g urea, 25 ml N-methylpyrrolidone, 0.017 g palladium(II) bromide, 0.033 g triphenylphosphane, 0.100 g sulfuric acid and 0.760 g lithium bromide are reacted in a 300 ml autoclave under 60 bar at 100C. After a reaction time of 12 hours, the solvent is removed in vacuo and the residue is analyzed by means of high pressure liquid chromatography (HPLC). 3,200 g 5-cyclohexyl-hydantoin are formed. This corresponds to a yield of 70%. RXN SMILES: [CH:1]1([CH:7]=O)[CH2:6][CH2:5][CH2:4][CH2:3][CH2:2]1.[NH2:9][C:10]([NH2:12])=[O:11].CN1CCC[C:15]1=[O:19]>[Pd](Br)Br.C1(P(C2C=CC=CC=2)C2C=CC=CC=2)C=CC=CC=1.S(=O)(=O)(O)O.[Br-].[Li+]>[CH:1]1([CH:7]2[NH:12][C:10](=[O:11])[NH:9][C:15]2=[O:19])[CH2:2][CH2:3][CH2:4][CH2:5][CH2:6]1 |f:6.7|. Starting materials: FC1=C(C=CC2=C1OCC1=CN=C(C=C12)NC(C)=O)OCC1=CC=C(C=C1)OC (N-(7-fluoro-8-((4-methoxybenzyl)oxy)-5H-chromeno[3,4-c]pyridin-2-yl)acetamide), C(=O)(C(F)(F)F)O (TFA). Solvent: ClCCl (dichloromethane). Reaction conditions: time 2 hour. The product is FC1=C(C=CC2=C1OCC1=CN=C(C=C12)NC(C)=O)O (N-(7-fluoro-8-hydroxy-5H-chromeno[3,4-c]pyridin-2-yl)acetamide), C(=O)(C(F)(F)F)O (TFA). Yield: 44.7%. RXN SMILES: [F:1][C:2]1[C:7]2[O:8][CH2:9][C:10]3[C:15]([C:6]=2[CH:5]=[CH:4][C:3]=1[O:20]CC1C=CC(OC)=CC=1)=[CH:14][C:13]([NH:16][C:17](=[O:19])[CH3:18])=[N:12][CH:11]=3.[C:30]([OH:36])([C:32]([F:35])([F:34])[F:33])=[O:31]>ClCCl>[F:1][C:2]1[C:7]2[O:8][CH2:9][C:10]3[C:15]([C:6]=2[CH:5]=[CH:4][C:3]=1[OH:20])=[CH:14][C:13]([NH:16][C:17](=[O:19])[CH3:18])=[N:12][CH:11]=3.[C:30]([OH:36])([C:32]([F:35])([F:34])[F:33])=[O:31]. Procedure: To a stirred solution of N-(7-fluoro-8-((4-methoxybenzyl)oxy)-5H-chromeno[3,4-c]pyridin-2-yl)acetamide (150 mg, 0.380 mmol) in dichloromethane (5 mL) was added TFA (0.059 mL, 0.761 mmol) at room temperature and the reaction mixture was stirred at rt for 2 h. After the completion of reaction the volatiles were removed under reduced pressure. The residue was washed with diethyl ether (7 mL) and stirred for 5 min. The solid was collected by vacuum filtration and dried under vacuum to yield N-(7-flu...